This data is from the Open Reaction Database (ORD), a public repository of structured organic reaction records. The task is: describe an organic reaction: reactants, conditions, products, and yield Run in CO (methanol). Starting materials: C(=O)(OCC)CC1=C(N=C(N1C)SCC1=CC=C(C=C1)OC)C (5-carbethoxymethyl-1,4-dimethyl-2-(4-methoxybenzylthio)imidazole), N (ammonia). Reported procedure: A solution of 5-carbethoxymethyl-1,4-dimethyl-2-(4-methoxybenzylthio)imidazole (2 g, 6 mmoles) in methanol (15 ml) was cooled in an acetone/dry ice bath and treated with liquid ammonia (15 ml). The mixture was warmed to 25° C. and concentrated in vacuo to afford 5-(aminocarbonylmethyl)-1,4-dimethyl(-2-(4-methoxybenzylthio)imidazole. The product is COC1=CC=C(CSC=2NC=CN2)C=C1 (2-(4-methoxybenzylthio)imidazole). Reaction conditions: temperature 25 celsius. Reaction SMILES: C(C[C:7]1[N:11](C)[C:10]([S:13][CH2:14][C:15]2[CH:20]=[CH:19][C:18]([O:21][CH3:22])=[CH:17][CH:16]=2)=[N:9][C:8]=1C)(OCC)=O.N>CO>[CH3:22][O:21][C:18]1[CH:17]=[CH:16][C:15]([CH2:14][S:13][C:10]2[NH:11][CH:7]=[CH:8][N:9]=2)=[CH:20][CH:19]=1.